Dataset: the Open Reaction Database (ORD), a public repository of structured organic reaction records. Task: describe an organic reaction: reactants, conditions, products, and yield Starting materials: ClCC(=O)N1C2=C(NC(C3=C1C=CC=C3)=O)C=CC=C2 (5-(chloroacetyl)-5,10-dihydro-11H-dibenzo[b,e][1,4]diazepin-11-one), N1CCCCC1 (piperidine). The solvent is C(C)#N (acetonitrile). The product is C1(CCCCC1)N(C)CC1N(CCCC1)CC(=O)N1C2=C(NC(C3=C1C=CC=C3)=O)C=CC=C2 (5-[[2-[[(Cyclohexyl)(methyl)amino]methyl]-1-piperidinyl]-acetyl]-5,10-dihydro-11H-dibenzo[b,e][1,4]diazepin-11-one). As a reaction SMILES: Cl[CH2:2][C:3]([N:5]1[C:11]2[CH:12]=[CH:13][CH:14]=[CH:15][C:10]=2[C:9](=[O:16])[NH:8][C:7]2[CH:17]=[CH:18][CH:19]=[CH:20][C:6]1=2)=[O:4].[NH:21]1[CH2:26][CH2:25][CH2:24][CH2:23][CH2:22]1>C(#N)C>[CH:6]1([N:5]([CH2:11][CH:22]2[CH2:23][CH2:24][CH2:25][CH2:26][N:21]2[CH2:2][C:3]([N:5]2[C:11]3[CH:12]=[CH:13][CH:14]=[CH:15][C:10]=3[C:9](=[O:16])[NH:8][C:7]3[CH:17]=[CH:18][CH:19]=[CH:20][C:6]2=3)=[O:4])[CH3:3])[CH2:20][CH2:19][CH2:18][CH2:17][CH2:7]1. Reported procedure: The title compound is prepared analogously to Example 2 from 5-(chloroacetyl)-5,10-dihydro-11H-dibenzo[b,e][1,4]diazepin-11-one and 2-[[cyclohexyl)(methyl)amino]methyl]piperidine to give colorless crystals, mp. 146°-148° C. (acetonitrile activated charcoal).